From a dataset of the Open Reaction Database (ORD), a public repository of structured organic reaction records. describe an organic reaction: reactants, conditions, products, and yield Starting materials: C(C)(C)(C)OC([C@H](CC)NC(C1=C(C=CC(=C1)C(F)(F)F)Cl)=O)=O ((S)-2-(2-chloro-5-trifluoromethyl-benzoylamino)-butyric acid tert-butyl ester), ClC1=C(C(=O)O)C=C(C=C1)C(F)(F)F (2-chloro5-trifluoromethylbenzoic acid), N[C@H](C(=O)OC(C)(C)C)CC ((S)-2-aminobutyric acid, tert butyl ester), C(C1=CC=CC=C1)N (benzylamine), C([O-])([O-])=O.[K+].[K+] (potassium carbonate). Reagents/catalysts: [Cu] (copper), [Cu]Br (copper (I) bromide). The solvent is [Cl-].[NH4+] (ammonium chloride), CN1CCCC1 (N-methylpyrrolidine). Reaction conditions: temperature 160 celsius. The product is C(C)(C)(C)OC([C@H](CC)NC(C1=C(C=CC(=C1)C(F)(F)F)NCC1=CC=CC=C1)=O)=O ((S)-2-(2-Benzylamino-5-trifluoromethyl-benzoylamino)-butyric acid tert-butyl ester), solid. Isolated yield 27.0%. As a reaction SMILES: [C:1]([O:5][C:6](=[O:24])[C@@H:7]([NH:10][C:11](=[O:23])[C:12]1[CH:17]=[C:16]([C:18]([F:21])([F:20])[F:19])[CH:15]=[CH:14][C:13]=1Cl)[CH2:8][CH3:9])([CH3:4])([CH3:3])[CH3:2].ClC1C=CC(C(F)(F)F)=CC=1C(O)=O.N[C@@H](CC)C(OC(C)(C)C)=O.[CH2:50]([NH2:57])[C:51]1[CH:56]=[CH:55][CH:54]=[CH:53][CH:52]=1.C(=O)([O-])[O-].[K+].[K+]>CN1CCCC1.[Cl-].[NH4+].[Cu].[Cu]Br>[C:1]([O:5][C:6](=[O:24])[C@@H:7]([NH:10][C:11](=[O:23])[C:12]1[CH:17]=[C:16]([C:18]([F:21])([F:20])[F:19])[CH:15]=[CH:14][C:13]=1[NH:57][CH2:50][C:51]1[CH:56]=[CH:55][CH:54]=[CH:53][CH:52]=1)[CH2:8][CH3:9])([CH3:4])([CH3:3])[CH3:2] |f:4.5.6,8.9|. Reported procedure: To a solution of (S)-2-(2-chloro-5-trifluoromethyl-benzoylamino)-butyric acid tert-butyl ester (prepared from 2-chloro5-trifluoromethylbenzoic acid and (S)-2-aminobutyric acid, tert butyl ester in a procedure similar to that described in method F) (3 g) and benzylamine (1.1 ml) in N-methylpyrrolidine (40 ml) was added potassium carbonate (1.6 g), copper (30 mg) and copper (I) bromide (15 mg). The mixture was heated at 160° C. for 3 hours then cooled to room temp. and diluted with saturated ammon... The reactants are C(C)(=O)O (acetic acid), O (water), O=POP=O (diphosphorus trioxide), OCNC(C1=CC=CC=C1)=O (N-hydroxymethylbenzamide). Run in CC(=O)C (acetone). Yields the product C(C1=CC=CC=C1)(=O)NCP(O)(=O)O (benzoylaminomethanephosphonic acid). Reaction SMILES: C(O)(=[O:3])C.O=P[O:7][P:8]=[O:9].O[CH2:11][NH:12][C:13](=[O:20])[C:14]1[CH:19]=[CH:18][CH:17]=[CH:16][CH:15]=1.O>CC(C)=O>[C:13]([NH:12][CH2:11][P:8]([OH:9])(=[O:3])[OH:7])(=[O:20])[C:14]1[CH:19]=[CH:18][CH:17]=[CH:16][CH:15]=1. Procedure details: 50 ml of acetic acid were cooled to 10° C. with stirring and under a nitrogen atmosphere. 11 g (0.1 mol) of diphosphorus trioxide (P2O3) were then added dropwise with further cooling, during the course of which the temperature fell to 0° to 5° C. 30.2 g (0.2 mol) of N-hydroxymethylbenzamide were then added in portions at 5°-10° C. during the course of 60 minutes. The mixture was then stirred without cooling until room temperature was reached. It was then heated to reflux for 31/2 hours. It was t... The reactants are C(C(=O)Cl)(=O)Cl (oxalyl chloride), FC=1C=C2C(=C(/C(/C2=CC1)=C/C1=CC=C(C=C1)SC)C)CC(=O)O ((Z)-5-fluoro-2-methyl-1-(4-methylthiobenzylidene)inden-3-ylacetic acid), C[Si](C)(C)N=[N+]=[N-] (trimethylsilyl azide). The reagents and catalysts are CN(C)C=O (DMF). Solvent: C(Cl)Cl (methylene chloride). Conditions: time 1 hour. Product: FC=1C=C2C(=C(/C(/C2=CC1)=C/C1=CC=C(C=C1)SC)C)CN=C=O ((Z)-5-Fluoro-2-methyl-1-(4-methylthiobenzylidene)inden-3-ylmethyl isocyanate). RXN SMILES: [F:1][C:2]1[CH:3]=[C:4]2[C:8](=[CH:9][CH:10]=1)/[C:7](=[CH:11]\[C:12]1[CH:17]=[CH:16][C:15]([S:18][CH3:19])=[CH:14][CH:13]=1)/[C:6]([CH3:20])=[C:5]2[CH2:21]C(O)=O.[C:25](Cl)(=[O:29])C(Cl)=O.C[Si]([N:35]=[N+]=[N-])(C)C>C(Cl)Cl.CN(C=O)C>[F:1][C:2]1[CH:3]=[C:4]2[C:8](=[CH:9][CH:10]=1)/[C:7](=[CH:11]\[C:12]1[CH:17]=[CH:16][C:15]([S:18][CH3:19])=[CH:14][CH:13]=1)/[C:6]([CH3:20])=[C:5]2[CH2:21][N:35]=[C:25]=[O:29]. Procedure details: To a suspension of (Z)-5-fluoro-2-methyl-1-(4-methylthiobenzylidene)inden-3-ylacetic acid (5.0 g, 14.7 mmol) in methylene chloride (50 mL) at room temperature there was added oxalyl chloride (2.8 g, 22 mmol) and DMF (2 drops) and the mixture stirred for 1 hour; the solution was evaporated and the crude acid chloride flushed twice with carbon tetrachloride (20 mL) then suspended in carbon tetrachloride (25 mL) and trimethylsilyl azide (2.53 g, 22 mmol) was added. The mixture was stirred at room t... The reactants are O=C1CCC(=O)N1Br, O=C(OOC(=O)c1ccccc1)c1ccccc1, Cc1sc(-c2ccccc2)nc1C(=O)OC(C)(C)C, ClC(Cl)(Cl)Cl. The product is CC(C)(C)OC(=O)c1nc(-c2ccccc2)sc1CBr. As a reaction SMILES: [Br:20][N:21]1[C:22](=[O:23])[CH2:24][CH2:25][C:26]1=[O:27].[C:28]([O:29][O:30][C:31](=[O:32])[c:33]1[cH:34][cH:35][cH:36][cH:37][cH:38]1)(=[O:39])[c:40]1[cH:41][cH:42][cH:43][cH:44][cH:45]1.[CH3:1][c:2]1[c:3]([C:13](=[O:14])[O:15][C:16]([CH3:17])([CH3:18])[CH3:19])[n:4][c:5](-[c:7]2[cH:8][cH:9][cH:10][cH:11][cH:12]2)[s:6]1.[Cl:46][C:47]([Cl:48])([Cl:49])[Cl:50]>>[CH2:1]([c:2]1[c:3]([C:13](=[O:14])[O:15][C:16]([CH3:17])([CH3:18])[CH3:19])[n:4][c:5](-[c:7]2[cH:8][cH:9][cH:10][cH:11][cH:12]2)[s:6]1)[Br:20]. Starting materials: BrCc1ccccc1, [K+], [K+], O=C([O-])[O-], CN(C)C=O, O, Oc1cc(C(F)(F)F)ccc1-c1cc(Oc2ccc3cccnc3c2)ncn1. Product: FC(F)(F)c1ccc(-c2cc(Oc3ccc4cccnc4c3)ncn2)c(OCc2ccccc2)c1. As a reaction SMILES: [Br:35][CH2:36][c:37]1[cH:38][cH:39][cH:40][cH:41][cH:42]1.[K+:29].[K+:30].[O-:31][C:32]([O-:33])=[O:34].[O:43]=[CH:44][N:45]([CH3:46])[CH3:47].[OH2:48].[n:1]1[cH:2][cH:3][cH:4][c:5]2[cH:6][cH:7][c:8]([O:11][c:12]3[cH:13][c:14](-[c:18]4[c:19]([OH:28])[cH:20][c:21]([C:24]([F:25])([F:26])[F:27])[cH:22][cH:23]4)[n:15][cH:16][n:17]3)[cH:9][c:10]12>>[n:1]1[cH:2][cH:3][cH:4][c:5]2[cH:6][cH:7][c:8]([O:11][c:12]3[cH:13][c:14](-[c:18]4[c:19]([O:28][CH2:36][c:37]5[cH:38][cH:39][cH:40][cH:41][cH:42]5)[cH:20][c:21]([C:24]([F:25])([F:26])[F:27])[cH:22][cH:23]4)[n:15][cH:16][n:17]3)[cH:9][c:10]12. Reactants: compound, [H-].[Na+] (sodium hydride), OC1=CC(N(C2=NC=CC=C12)C1=CC=CC=C1)=O (4-hydroxy-1-phenyl-1,8-naphthyridin-2(1H)-one), FC(C=1C=C(C=CC1)CC(=O)Cl)(F)F (3-trifluoromethylphenylacetyl chloride). Run in CN(C)C=O (DMF). Run at time 35 minute. The product is OC1=C(C(N(C2=NC=CC=C12)C1=CC=CC=C1)=O)C(CC1=CC(=CC=C1)C(F)(F)F)=O (4-hydroxy-1-phenyl-3-(3-trifluoromethylphenylacetyl)-1,8-naphthyridin-2(1H)-one), crystal. Isolated yield 61.0%. As a reaction SMILES: [OH:1][C:2]1[C:11]2[C:6](=[N:7][CH:8]=[CH:9][CH:10]=2)[N:5]([C:12]2[CH:17]=[CH:16][CH:15]=[CH:14][CH:13]=2)[C:4](=[O:18])[CH:3]=1.[H-].[Na+].[F:21][C:22]([F:34])([F:33])[C:23]1[CH:24]=[C:25]([CH2:29][C:30](Cl)=[O:31])[CH:26]=[CH:27][CH:28]=1>CN(C=O)C>[OH:1][C:2]1[C:11]2[C:6](=[N:7][CH:8]=[CH:9][CH:10]=2)[N:5]([C:12]2[CH:13]=[CH:14][CH:15]=[CH:16][CH:17]=2)[C:4](=[O:18])[C:3]=1[C:30](=[O:31])[CH2:29][C:25]1[CH:26]=[CH:27][CH:28]=[C:23]([C:22]([F:33])([F:21])[F:34])[CH:24]=1 |f:1.2|. Procedure: In accordance with a process described in JP-61-246183A, 4-hydroxy-1-phenyl-1,8-naphthyridin-2(1H)-one was synthesized. To a suspension of the synthesized compound (953 mg, 4.0 mmol) in DMF (32 mL) was added sodium hydride (purity of about 60%, 352 mg, 8.8 mmol, 2.2 eq.), and the mixture was stirred at a room temperature for 35 minutes. Then, 3-trifluoromethylphenylacetyl chloride (4.8 mmol, 1.2 eq.) was added thereto with cooling in an ice bath, and the mixture was stirred at a room temperature... Starting materials: C1CCOC1, CO, Cl, CCOC(=O)C1=Cc2c(F)cccc2OC1C(F)(F)F, O. Product: O=C(O)C1=Cc2c(F)cccc2OC1C(F)(F)F. RXN SMILES: [CH2:21]1[O:22][CH2:23][CH2:24][CH2:25]1.[CH3:26][OH:27].[ClH:28].[F:1][c:2]1[c:3]2[c:8]([cH:9][cH:10][cH:11]1)[O:7][CH:6]([C:12]([F:13])([F:14])[F:15])[C:5]([C:16](=[O:17])[O:18][CH2:19][CH3:20])=[CH:4]2.[OH2:29]>>[F:1][c:2]1[c:3]2[c:8]([cH:9][cH:10][cH:11]1)[O:7][CH:6]([C:12]([F:13])([F:14])[F:15])[C:5]([C:16](=[O:17])[OH:18])=[CH:4]2.